From a dataset of the Open Reaction Database (ORD), a public repository of structured organic reaction records. describe an organic reaction: reactants, conditions, products, and yield The reactants are CC(=O)Nc1ccc(S(=O)(=O)Cl)cc1, ClC(Cl)Cl, N#CC=CS(=O)(=O)c1ccc(N)cc1, O, c1ccncc1. Product: CC(=O)Nc1ccc(S(=O)(=O)Nc2ccc(S(=O)(=O)C=CC#N)cc2)cc1. RXN SMILES: [C:15]([CH3:16])(=[O:17])[NH:18][c:19]1[cH:20][cH:21][c:22]([S:25](=[O:26])(=[O:27])[Cl:28])[cH:23][cH:24]1.[CH:36]([Cl:37])([Cl:38])[Cl:39].[NH2:1][c:2]1[cH:3][cH:4][c:5]([S:8](=[O:9])(=[O:10])[CH:11]=[CH:12][C:13]#[N:14])[cH:6][cH:7]1.[OH2:35].[cH:29]1[cH:30][cH:31][n:32][cH:33][cH:34]1>>[NH:1]([c:2]1[cH:3][cH:4][c:5]([S:8](=[O:9])(=[O:10])[CH:11]=[CH:12][C:13]#[N:14])[cH:6][cH:7]1)[S:25]([c:22]1[cH:21][cH:20][c:19]([NH:18][C:15]([CH3:16])=[O:17])[cH:24][cH:23]1)(=[O:26])=[O:27].